Dataset: the Open Reaction Database (ORD), a public repository of structured organic reaction records. Task: describe an organic reaction: reactants, conditions, products, and yield Reactants: BrC1=NC(=CC=C1)F (2-bromo-6-fluoropyridine), C1(=CC=CC=C1)[C@H](C)N ((S)-(−)-1-phenylethylamine). Solvent: C(C)(=O)OCC (ethyl acetate). Reaction conditions: temperature 100 celsius. Yields the product BrC1=CC=CC(=N1)N[C@@H](C)C1=CC=CC=C1 ((S)-6-bromo-N-(1-phenylethyl)pyridin-2-amine). RXN SMILES: [Br:1][C:2]1[CH:7]=[CH:6][CH:5]=[C:4](F)[N:3]=1.[C:9]1([C@@H:15]([NH2:17])[CH3:16])[CH:14]=[CH:13][CH:12]=[CH:11][CH:10]=1>C(OCC)(=O)C>[Br:1][C:2]1[N:3]=[C:4]([NH:17][C@H:15]([C:9]2[CH:14]=[CH:13][CH:12]=[CH:11][CH:10]=2)[CH3:16])[CH:5]=[CH:6][CH:7]=1. Procedure: A mixture of 2-bromo-6-fluoropyridine (500 mg, 2.84 mmol) and (S)-(−)-1-phenylethylamine (0.435 mL, 3.41 mmol) were heated at 100° C. for 12 hours. The mixture was cooled to room temperature, dissolved in ethyl acetate, washed with water and brine, dried over anhydrous sodium sulfate, filtered, and concentrated. Purification by column chromatography (silica gel, 6% ethyl acetate-hexane) afforded the title compound. The reactants are [Al+3], C1CCOC1, C1CCOC1, CC1CCCN1C(=O)C1CCCN1, [H-], [H-], [H-], [H-], [Li+], [Na+], [OH-], O. Yields the product CC1CCCN1CC1CCCN1. RXN SMILES: [Al+3:2].[CH2:28]1[O:29][CH2:30][CH2:31][CH2:32]1.[CH2:7]1[O:8][CH2:9][CH2:10][CH2:11]1.[CH3:12][CH:13]1[N:14]([C:18](=[O:19])[CH:20]2[NH:21][CH2:22][CH2:23][CH2:24]2)[CH2:15][CH2:16][CH2:17]1.[H-:1].[H-:4].[H-:5].[H-:6].[Li+:3].[Na+:27].[OH-:26].[OH2:25]>>[CH3:12][CH:13]1[N:14]([CH2:18][CH:20]2[NH:21][CH2:22][CH2:23][CH2:24]2)[CH2:15][CH2:16][CH2:17]1. The reactants are CC(C)Oc1ccc2c(c1)C(Br)COC2(C)C, O=C([O-])[O-], CN(C)C=O, CCOC(C)=O, [Cs+], [Cs+], CC(C)(C)OC(=O)NC(Cc1cc(F)cc(F)c1)C(O)CN. Yields the product CC(C)Oc1ccc2c(c1)C(NCC(O)C(Cc1cc(F)cc(F)c1)NC(=O)OC(C)(C)C)COC2(C)C. RXN SMILES: [Br:1][CH:2]1[CH2:3][O:4][C:5]([CH3:16])([CH3:17])[c:6]2[cH:7][cH:8][c:9]([O:12][CH:13]([CH3:14])[CH3:15])[cH:10][c:11]21.[C:18](=[O:19])([O-:20])[O-:21].[CH3:46][N:47]([CH3:48])[CH:49]=[O:50].[CH3:51][CH2:52][O:53][C:54](=[O:55])[CH3:56].[Cs+:22].[Cs+:23].[NH2:24][CH2:25][CH:26]([CH:27]([CH2:28][c:29]1[cH:30][c:31]([F:36])[cH:32][c:33]([F:35])[cH:34]1)[NH:37][C:38]([O:39][C:40]([CH3:41])([CH3:42])[CH3:43])=[O:44])[OH:45]>>[CH:2]1([NH:24][CH2:25][CH:26]([CH:27]([CH2:28][c:29]2[cH:30][c:31]([F:36])[cH:32][c:33]([F:35])[cH:34]2)[NH:37][C:38]([O:39][C:40]([CH3:41])([CH3:42])[CH3:43])=[O:44])[OH:45])[CH2:3][O:4][C:5]([CH3:16])([CH3:17])[c:6]2[cH:7][cH:8][c:9]([O:12][CH:13]([CH3:14])[CH3:15])[cH:10][c:11]21. The reactants are FC(C=1C=C(CC=2OC3=C(C2)C=CC=C3)C=CC1)(F)F (2-(3-trifluoromethylbenzyl)benzofuran), COC1=CC=C(C=C1)S(=O)(=O)Cl (4-methoxybenzenesulfonyl chloride), COC1=CC=C(C=C1)S(=O)(=O)C1=C(OC2=C1C=CC=C2)CC2=CC(=CC=C2)C(F)(F)F (3-(4-methoxyphenylsulfonyl)-2-(3-trifluoromethylbenzyl)benzofuran). Yields the product OC1=CC=C(C=C1)S(=O)(=O)C1=C(OC2=C1C=CC=C2)CC2=CC(=CC=C2)C(F)(F)F (3-(4-hydroxyphenylsulfonyl)-2-(3-trifluoromethylbenzyl)benzofuran). RXN SMILES: FC(F)(F)C1C=C(C=CC=1)CC1OC2C=CC=CC=2C=1.COC1C=CC(S(Cl)(=O)=O)=CC=1.C[O:34][C:35]1[CH:40]=[CH:39][C:38]([S:41]([C:44]2[C:48]3[CH:49]=[CH:50][CH:51]=[CH:52][C:47]=3[O:46][C:45]=2[CH2:53][C:54]2[CH:59]=[CH:58][CH:57]=[C:56]([C:60]([F:63])([F:62])[F:61])[CH:55]=2)(=[O:43])=[O:42])=[CH:37][CH:36]=1>>[OH:34][C:35]1[CH:36]=[CH:37][C:38]([S:41]([C:44]2[C:48]3[CH:49]=[CH:50][CH:51]=[CH:52][C:47]=3[O:46][C:45]=2[CH2:53][C:54]2[CH:59]=[CH:58][CH:57]=[C:56]([C:60]([F:63])([F:62])[F:61])[CH:55]=2)(=[O:43])=[O:42])=[CH:39][CH:40]=1. Reported procedure: Acylation of 2-(3-trifluoromethylbenzyl)benzofuran with 4-methoxybenzenesulfonyl chloride as described in the procedure described above followed by demethylation of the 3-(4-methoxyphenylsulfonyl)-2-(3-trifluoromethylbenzyl)benzofuran thus formed also as described above gives 3-(4-hydroxyphenylsulfonyl)-2-(3-trifluoromethylbenzyl)benzofuran. Reaction SMILES: Br[C:2]1[S:6][C:5]([NH:7][C:8](=[O:23])[N:9]([CH:17]2[CH2:22][CH2:21][CH2:20][CH2:19][CH2:18]2)[C@H:10]2[CH2:15][CH2:14][C@H:13]([CH3:16])[CH2:12][CH2:11]2)=[N:4][CH:3]=1.[CH3:24][O:25][C:26](=[O:38])[C@H:27]([CH2:36][SH:37])[NH:28][C:29]([O:31][C:32]([CH3:35])([CH3:34])[CH3:33])=[O:30]>>[CH3:24][O:25][C:26](=[O:38])[C@H:27]([NH:28][C:29]([O:31][C:32]([CH3:34])([CH3:33])[CH3:35])=[O:30])[CH2:36][S:37][C:2]1[S:6][C:5]([NH:7][C:8]([N:9]([CH:17]2[CH2:22][CH2:21][CH2:20][CH2:19][CH2:18]2)[C@H:10]2[CH2:15][CH2:14][C@H:13]([CH3:16])[CH2:12][CH2:11]2)=[O:23])=[N:4][CH:3]=1. Procedure details: Prepared in 60% (333 mg) yield as described in general procedure (D) using trans-3-(5-bromo-thiazol-2-yl)-1-cyclohexyl-1-(4-methyl-cyclohexyl)-urea (400 mg, 1.0 mmol) and N-(tert-butoxycarbonyl)-L-cysteine methyl ester (470 mg, 2.0 mmol). The product is COC([C@@H](CSC1=CN=C(S1)NC(=O)N([C@@H]1CC[C@H](CC1)C)C1CCCCC1)NC(=O)OC(C)(C)C)=O ((S)-2-tert-Butoxycarbonylamino-3-{2-[trans-3-cyclohexyl-3-(4-methyl-cyclohexyl)-ureido]-thiazol-5-ylsulfanyl}-propionic acid methyl ester). Starting materials: BrC1=CN=C(S1)NC(N([C@@H]1CC[C@H](CC1)C)C1CCCCC1)=O (trans-3-(5-bromo-thiazol-2-yl)-1-cyclohexyl-1-(4-methyl-cyclohexyl)-urea), COC([C@@H](NC(=O)OC(C)(C)C)CS)=O (N-(tert-butoxycarbonyl)-L-cysteine methyl ester). Reactants: ClCCCOC1=CC=C(C=C1)C=1SC(=C(N1)C)CC(=O)OCC (ethyl {2-[4-(3-chloropropoxy)phenyl]-4-methyl-1,3-thiazol-5-yl}acetate), [OH-].[Na+] (sodium hydroxide), Cl (hydrochloric acid). The solvent is C(C)O (ethanol). Run at temperature 60 celsius, time 1 hour. Yields the product ClCCCOC1=CC=C(C=C1)C=1SC(=C(N1)C)CC(=O)O ({2-[4-(3-chloropropoxy)phenyl]-4-methyl-1,3-thiazol-5-yl}acetic acid). RXN SMILES: [Cl:1][CH2:2][CH2:3][CH2:4][O:5][C:6]1[CH:11]=[CH:10][C:9]([C:12]2[S:13][C:14]([CH2:18][C:19]([O:21]CC)=[O:20])=[C:15]([CH3:17])[N:16]=2)=[CH:8][CH:7]=1.[OH-].[Na+].Cl>C(O)C>[Cl:1][CH2:2][CH2:3][CH2:4][O:5][C:6]1[CH:11]=[CH:10][C:9]([C:12]2[S:13][C:14]([CH2:18][C:19]([OH:21])=[O:20])=[C:15]([CH3:17])[N:16]=2)=[CH:8][CH:7]=1 |f:1.2|. Procedure details: A mixture of ethyl {2-[4-(3-chloropropoxy)phenyl]-4-methyl-1,3-thiazol-5-yl}acetate i102 (0.5 g, 1.41 mmol, 1 eq) and sodium hydroxide (0.2 g, 5 mmol, 3.5 eq) in ethanol (15 ml) is stirred at 60° C. for 1 h 30. A 1 N hydrochloric acid solution (6 ml) is added and ethanol is removed under vacuum. The residue is dissolved in ethyl acetate (200 ml). The organic layer is washed with water (2×50 ml), brine, dried over magnesium sulfate, filtered and concentrated to yield 0.5 g of {2-[4-(3-chloropropo... Starting materials: ClC1=CN(C2=CC=CC=C12)C=1C(N(N=C(C1OC)C)C)=O (4-(3-chloroindol-1-yl)-5-methoxy-2,6-dimethyl-pyridazin-3-one), C(=O)(O)[O-].[Na+] (NaHCO3), S(=O)(=O)([O-])S(=O)[O-].[Na+].[Na+] (sodium metabisulphite), BrBr (bromine), BrBr (bromine), BrBr (bromine). Run in C(Cl)Cl (DCM), C(Cl)Cl (DCM). Product: COC1=C(C(N(N=C1C)C)=O)N1C(=C(C2=CC=CC=C12)Cl)Br (5-methoxy-2,6-dimethyl-4-(2-bromo-3-chloroindol-1-yl)pyridazin-3-one). Yield: 49.7%. RXN SMILES: [Br:1]Br.[Cl:3][C:4]1[C:12]2[C:7](=[CH:8][CH:9]=[CH:10][CH:11]=2)[N:6]([C:13]2[C:14](=[O:23])[N:15]([CH3:22])[N:16]=[C:17]([CH3:21])[C:18]=2[O:19][CH3:20])[CH:5]=1.C([O-])(O)=O.[Na+].S(S([O-])=O)([O-])(=O)=O.[Na+].[Na+]>C(Cl)Cl>[CH3:20][O:19][C:18]1[C:17]([CH3:21])=[N:16][N:15]([CH3:22])[C:14](=[O:23])[C:13]=1[N:6]1[C:7]2[C:12](=[CH:11][CH:10]=[CH:9][CH:8]=2)[C:4]([Cl:3])=[C:5]1[Br:1] |f:2.3,4.5.6|. Reported procedure: Part of a solution of bromine (200 mg, 1.25 mmol) in DCM (4 mL) is added dropwise, slowly, to a solution of 4-(3-chloroindol-1-yl)-5-methoxy-2,6-dimethyl-pyridazin-3-one (184 mg, 0.606 mmol) in DCM (2 mL) at 0° C. The bromine decolourised as it was added and addition was continued cautiously until an orange colour just persisted. NaHCO3 (0.5 g saturated solution in water) is added cautiously, followed by sufficient sodium metabisulphite to decolorise the excess bromine. The resulting reaction mi... Reactants: c1ccc(COc2ccc3cc[nH]c3c2)cc1, CCCC[N+](CCCC)(CCCC)CCCC, Cc1ccccc1, COS(=O)(=O)[O-], [Na+], [OH-], O, O=S(=O)([O-])O. Yields the product Cn1ccc2ccc(OCc3ccccc3)cc21. As a reaction SMILES: [CH2:16]([c:17]1[cH:18][cH:19][cH:20][cH:21][cH:22]1)[O:23][c:24]1[cH:25][cH:26][c:27]2[cH:28][cH:29][nH:30][c:31]2[cH:32]1.[CH2:38]([N+:39]([CH2:40][CH2:41][CH2:42][CH3:43])([CH2:44][CH2:45][CH2:46][CH3:47])[CH2:48][CH2:49][CH2:50][CH3:51])[CH2:52][CH2:53][CH3:54].[CH3:1][c:2]1[cH:3][cH:4][cH:5][cH:6][cH:7]1.[CH3:8][O:9][S:10]([O-:11])(=[O:12])=[O:13].[Na+:15].[OH-:14].[OH2:55].[S:33]([O-:34])([OH:35])(=[O:36])=[O:37]>>[CH3:1][n:30]1[cH:29][cH:28][c:27]2[cH:26][cH:25][c:24]([O:23][CH2:16][c:17]3[cH:18][cH:19][cH:20][cH:21][cH:22]3)[cH:32][c:31]21. Reactants: BrCC1=NN(N=C1C)C1=C(C=C(C=C1)F)F (4-(bromomethyl)-2-(2,4-difluorophenyl)-5-methyl-2H-1,2,3-triazole), BrCC1=NN(N=C1C)C1=C(C=C(C=C1)F)F (4-(bromomethyl)-2-(2,4-difluorophenyl)-5-methyl-2H-1,2,3-triazole), [O-]P(=O)([O-])[O-].[K+].[K+].[K+] (potassium phosphate tribasic), FC(C1=NC=CC(=C1)B1OC(C)(C)C(C)(C)O1)(F)F (2-(trifluoromethyl)pyridine-4-boronic acid pinacol ester). The reagents and catalysts are C=1C=CC(=CC1)[P](C=2C=CC=CC2)(C=3C=CC=CC3)[Pd]([P](C=4C=CC=CC4)(C=5C=CC=CC5)C=6C=CC=CC6)([P](C=7C=CC=CC7)(C=8C=CC=CC8)C=9C=CC=CC9)[P](C=1C=CC=CC1)(C=1C=CC=CC1)C=1C=CC=CC1 (tetrakis(triphenylphosphine)palladium(0)). The solvent is O1CCCC1.O (tetrahydrofuran water), O (water). Reaction conditions: temperature 70 celsius, time 96 hour. The product is FC1=C(C=CC(=C1)F)N1N=C(C(=N1)CC1=CC(=NC=C1)C(F)(F)F)C (4-[[2-(2,4-difluorophenyl)-5-methyl-2H-1,2,3-triazol-4-yl]methyl]-2-(trifluoromethyl)pyridine). As a reaction SMILES: Br[CH2:2][C:3]1[C:7]([CH3:8])=[N:6][N:5]([C:9]2[CH:14]=[CH:13][C:12]([F:15])=[CH:11][C:10]=2[F:16])[N:4]=1.[O-]P([O-])([O-])=O.[K+].[K+].[K+].[F:25][C:26]([F:43])([F:42])[C:27]1[CH:32]=[C:31](B2OC(C)(C)C(C)(C)O2)[CH:30]=[CH:29][N:28]=1>O1CCCC1.O.O.C1C=CC([P]([Pd]([P](C2C=CC=CC=2)(C2C=CC=CC=2)C2C=CC=CC=2)([P](C2C=CC=CC=2)(C2C=CC=CC=2)C2C=CC=CC=2)[P](C2C=CC=CC=2)(C2C=CC=CC=2)C2C=CC=CC=2)(C2C=CC=CC=2)C2C=CC=CC=2)=CC=1>[F:16][C:10]1[CH:11]=[C:12]([F:15])[CH:13]=[CH:14][C:9]=1[N:5]1[N:4]=[C:3]([CH2:2][C:31]2[CH:30]=[CH:29][N:28]=[C:27]([C:26]([F:43])([F:42])[F:25])[CH:32]=2)[C:7]([CH3:8])=[N:6]1 |f:1.2.3.4,6.7,^1:54,56,75,94|. Procedure: To a solution of 4-(bromomethyl)-2-(2,4-difluorophenyl)-5-methyl-2H-1,2,3-triazole (i.e. the product of Step C, 0.30 g, 1.0 mmol) in tetrahydrofuran/water (3:1, 4 mL total), was added tetrakis(triphenylphosphine)palladium(0) (0.058 g, 0.05 mmol), potassium phosphate tribasic (0.43 g, 2.0 mmol) and 2-(trifluoromethyl)pyridine-4-boronic acid pinacol ester (0.31 g, 1.15 mmol). The mixture was heated to 70° C. and stirred for 96 h. The reaction mixture was diluted with water and extracted with ethyl... Reactants: Cl (HCl), C(C)(C)(C)N1C(C2=CC(=C(C=3C2=C(C1=O)C(=C(C3C)N)O[SiH3])C)N)=O (2-tert-butyldimethyl-silyloxy-5,8-diamino-benzo[de]isoquinoline-1,3-dione), C(C)O (ethanol). Run at time 1 hour. Product: NC=1C=C2C3=C(C(N(C(C3=CC(=C2)N)=O)O)=O)C1 (5,8-Diamino-2-hydroxy-benzo[de]isoquinoline-1,3-dione). RXN SMILES: Cl.C([N:6]1[C:15](=[O:16])[C:14]2[C:17](O[SiH3])=[C:18]([NH2:21])[C:19](C)=[C:12]3[C:13]=2[C:8](=[CH:9][C:10]([NH2:25])=[C:11]3C)[C:7]1=[O:26])(C)(C)C.C([OH:29])C>>[NH2:25][C:10]1[CH:11]=[C:12]2[CH:19]=[C:18]([NH2:21])[CH:17]=[C:14]3[C:13]2=[C:8]([CH:9]=1)[C:7](=[O:26])[N:6]([OH:29])[C:15]3=[O:16]. Procedure details: A solution of 1% HCl in ethanol (100 mL) was added to 2-tert-butyldimethyl-silyloxy-5,8-diamino-benzo[de]isoquinoline-1,3-dione (0.4 g, 1.0 mmol, from Example I1) with stirring at room temperature. After 1 hour, the solids formed were filtered, washed with ether, and dried to give 0.2 g of the title compound, mp 329-336° C.;